Task: describe an organic reaction: reactants, conditions, products, and yield. Dataset: the Open Reaction Database (ORD), a public repository of structured organic reaction records The reactants are OC(C(=O)O)C(C1=C(C=CC=C1)CCCCCCCCC1=CC=CC=C1)SCCC(=O)O (2-hydroxy-3-[(2-carboxyethyl)thio]-3-[2-(8-phenyloctyl)phenyl]propanoic acid), Example 20(c), C1(=CC=CC=C1)C(=[N+]=[N-])C1=CC=CC=C1 (diphenyldiazomethane). Solvent: C1(=CC=CC=C1)C (toluene), C1(=CC=CC=C1)C (toluene). Run at temperature 45 celsius. Yields the product OC(C(=O)OC(C1=CC=CC=C1)C1=CC=CC=C1)C(C1=C(C=CC=C1)CCCCCCCCC1=CC=CC=C1)SCCC(=O)O (Benzhydryl 2-hydroxy-3-[(2-carboxyethyl)thio]-3-[2-(8-phenyloctyl)-phenyl]propanoate). RXN SMILES: [OH:1][CH:2]([CH:6]([S:27][CH2:28][CH2:29][C:30]([OH:32])=[O:31])[C:7]1[CH:12]=[CH:11][CH:10]=[CH:9][C:8]=1[CH2:13][CH2:14][CH2:15][CH2:16][CH2:17][CH2:18][CH2:19][CH2:20][C:21]1[CH:26]=[CH:25][CH:24]=[CH:23][CH:22]=1)[C:3]([OH:5])=[O:4].[C:33]1([C:39]([C:42]2[CH:47]=[CH:46][CH:45]=[CH:44][CH:43]=2)=[N+]=[N-])[CH:38]=[CH:37][CH:36]=[CH:35][CH:34]=1>C1(C)C=CC=CC=1>[OH:1][CH:2]([CH:6]([S:27][CH2:28][CH2:29][C:30]([OH:32])=[O:31])[C:7]1[CH:12]=[CH:11][CH:10]=[CH:9][C:8]=1[CH2:13][CH2:14][CH2:15][CH2:16][CH2:17][CH2:18][CH2:19][CH2:20][C:21]1[CH:26]=[CH:25][CH:24]=[CH:23][CH:22]=1)[C:3]([O:5][CH:39]([C:33]1[CH:38]=[CH:37][CH:36]=[CH:35][CH:34]=1)[C:42]1[CH:47]=[CH:46][CH:45]=[CH:44][CH:43]=1)=[O:4]. Procedure details: A partially dissolved mixture of 2-hydroxy-3-[(2-carboxyethyl)thio]-3-[2-(8-phenyloctyl)phenyl]propanoic acid prepared as in Example 20(c) (2.3 g, 5 mmol) in 25 ml of toluene was heated in an oil bath at 45° C. and stirred under argon while a solution of diphenyldiazomethane (1.02 g, 5.26 mmol) in 25 ml of toluene was added dropwise over a period of 20 minutes. The solvent was evaporated and the residue was flash chromatographed on silica gel (30% EtOAc/hexane, 1% HCO2H) to give the product. Starting materials: [N+](=O)(O)[O-] (HNO3), C(C1=CC=CC=C1)OC=1C=CC(=C(C(=O)N)C1)OC (5-(Benzyloxy)-2-methoxybenzamide), CC(=O)OC(=O)C (Ac2O), [N+](=O)(O)[O-] (HNO3). Reaction conditions: time 1 hour. The product is C(C1=CC=CC=C1)OC=1C(=C(C(=O)N)C(=CC1)OC)[N+](=O)[O-] (3-(Benzyloxy)-6-methoxy-2-nitrobenzamide). As a reaction SMILES: [CH2:1]([O:8][C:9]1[CH:10]=[CH:11][C:12]([O:18][CH3:19])=[C:13]([CH:17]=1)[C:14]([NH2:16])=[O:15])[C:2]1[CH:7]=[CH:6][CH:5]=[CH:4][CH:3]=1.CC(OC(C)=O)=O.[N+:27]([O-])([OH:29])=[O:28]>>[CH2:1]([O:8][C:9]1[C:17]([N+:27]([O-:29])=[O:28])=[C:13]([C:12]([O:18][CH3:19])=[CH:11][CH:10]=1)[C:14]([NH2:16])=[O:15])[C:2]1[CH:3]=[CH:4][CH:5]=[CH:6][CH:7]=1. Reported procedure: To a stirred mixture of 5-(benzyloxy)-2-methoxybenzamide (9, 0.365 g. 1.4 mmol) and Ac2O (1.2 mL) at 0° C. was added 70% HNO3 (0.14 mL, 2.1 mmol). The reaction mixture was warmed to room temperature and stirred for 1 h. Then 4.5 mL of 70% HNO3 precooled at −30° C. was added. The mixture was stirred at 0° C. for 1 h and was poured onto ice. The precipitate was collected, washed with water and dried in vacuo. Purification by silica gel chromatography eluting with 0-2.5% MeOH in CH2Cl2 afforded the... The reactants are OCC(=O)C1=CC=C(C=C1)OC (2-hydroxy-4′-methoxyacetophenone), C(CC#N)#N (malononitrile), O (water), C(C)NCC (diethylamine). Run in CN(C)C=O (DMF). Conditions: time 2 hour. Product: NC=1OC=C(C1C#N)C1=CC=C(C=C1)OC (2-Amino-3-cyano-4-(4-methoxyphenyl)furan). Yield: 86.8%. RXN SMILES: [OH:1][CH2:2][C:3]([C:5]1[CH:10]=[CH:9][C:8]([O:11][CH3:12])=[CH:7][CH:6]=1)=O.[C:13](#[N:17])[CH2:14][C:15]#[N:16].C(NCC)C.O>CN(C=O)C>[NH2:17][C:13]1[O:1][CH:2]=[C:3]([C:5]2[CH:10]=[CH:9][C:8]([O:11][CH3:12])=[CH:7][CH:6]=2)[C:14]=1[C:15]#[N:16]. Procedure details: To a cooled solution of 2-hydroxy-4′-methoxyacetophenone (379 mg, 2.28 mmol) in DMF (0.75 ml) was added malononitrile (166 mg, 2.51 mmol) followed by diethylamine (0.1 ml, 0.97 mmol). The mixture was stirred at room temperature for 2 hours, and then poured into large amount of cold water. The precipitate was filtrated, washed with water, and dried under reduced pressure to give the intermediate of Example 1(A) (424 mg, 87%) as a brown solid. 1H NMR (400 MHz, CDCl3) ppm 3.83 (s, 3H), 4.73 (brs, 2... The reactants are O=[N+]([O-])c1cc(Br)ccc1C(F)(F)F, C1CCOC1, CCO, [Cl-], [NH4+], O. Product: Nc1cc(Br)ccc1C(F)(F)F. As a reaction SMILES: [Br:1][c:2]1[cH:3][c:4]([N+:12]([O-:13])=[O:14])[c:5]([C:8]([F:9])([F:10])[F:11])[cH:6][cH:7]1.[CH2:21]1[O:22][CH2:23][CH2:24][CH2:25]1.[CH3:18][CH2:19][OH:20].[Cl-:16].[NH4+:17].[OH2:15]>>[Br:1][c:2]1[cH:3][c:4]([NH2:12])[c:5]([C:8]([F:9])([F:10])[F:11])[cH:6][cH:7]1.